This data is from the Open Reaction Database (ORD), a public repository of structured organic reaction records. The task is: describe an organic reaction: reactants, conditions, products, and yield Reactants: O=C([O-])[O-], CCOC(C)=O, Cc1ccc(C(=O)NC2CC2)cc1-n1ccc2ccc(O)cc2c1=O, ClCCBr, [K+], [K+], CN(C)C=O. Product: Cc1ccc(C(=O)NC2CC2)cc1-n1ccc2ccc(OCCCl)cc2c1=O. As a reaction SMILES: [C:30](=[O:31])([O-:32])[O-:33].[CH3:41][CH2:42][O:43][C:44](=[O:45])[CH3:46].[CH:1]1([NH:4][C:5]([c:6]2[cH:7][c:8](-[n:13]3[c:14](=[O:24])[c:15]4[cH:16][c:17]([OH:23])[cH:18][cH:19][c:20]4[cH:21][cH:22]3)[c:9]([CH3:12])[cH:10][cH:11]2)=[O:25])[CH2:2][CH2:3]1.[Cl:26][CH2:27][CH2:28][Br:29].[K+:34].[K+:35].[O:36]=[CH:37][N:38]([CH3:39])[CH3:40]>>[CH:1]1([NH:4][C:5]([c:6]2[cH:7][c:8](-[n:13]3[c:14](=[O:24])[c:15]4[cH:16][c:17]([O:23][CH2:28][CH2:27][Cl:26])[cH:18][cH:19][c:20]4[cH:21][cH:22]3)[c:9]([CH3:12])[cH:10][cH:11]2)=[O:25])[CH2:2][CH2:3]1.